This data is from the Open Reaction Database (ORD), a public repository of structured organic reaction records. The task is: describe an organic reaction: reactants, conditions, products, and yield Reactants: ClC1=C(C=CC(=C1)Cl)C=1N=C(C(=NC1CC)N[C@H]1[C@H](CC2=CC=CC=C12)O)CC ((1R,2S)-1-{[5-(2,4-dichlorophenyl)-3,6-diethylpyrazin-2-yl]amino}-2,3-dihydro-1H-inden-2-ol), BrC=1N=C(C(=NC1CC)N[C@@H]1CN(C[C@H]1O)C(=O)OCC1=CC=CC=C1)CC (benzyl (trans)-3-[(5-bromo-3,6-diethylpyrazin-2-yl)amino]-4-hydroxypyrrolidine-1-carboxylate). Product: ClC1=C(C=CC(=C1)Cl)C=1N=C(C(=NC1CC)N[C@@H]1CN(C[C@H]1O)C(=O)OCC1=CC=CC=C1)CC (benzyl (trans)-3-{[5-(2,4-dichlorophenyl)-3,6-diethylpyrazin-2-yl]amino}-4-hydroxypyrrolidine-1-carboxylate). RXN SMILES: [Cl:1][C:2]1[CH:7]=[C:6]([Cl:8])[CH:5]=[CH:4][C:3]=1[C:9]1[N:10]=[C:11]([CH2:28][CH3:29])[C:12]([NH:17][C@@H:18]2C3C(=CC=CC=3)[CH2:20][C@@H:19]2[OH:27])=[N:13][C:14]=1[CH2:15][CH3:16].BrC1N=C(CC)C(N[C@H]2[C@H](O)C[N:42]([C:46]([O:48][CH2:49][C:50]3[CH:55]=[CH:54][CH:53]=[CH:52][CH:51]=3)=[O:47])[CH2:41]2)=NC=1CC>>[Cl:1][C:2]1[CH:7]=[C:6]([Cl:8])[CH:5]=[CH:4][C:3]=1[C:9]1[N:10]=[C:11]([CH2:28][CH3:29])[C:12]([NH:17][C@H:18]2[C@H:19]([OH:27])[CH2:20][N:42]([C:46]([O:48][CH2:49][C:50]3[CH:55]=[CH:54][CH:53]=[CH:52][CH:51]=3)=[O:47])[CH2:41]2)=[N:13][C:14]=1[CH2:15][CH3:16]. Reported procedure: Following the procedure for the preparation of (1R,2S)-1-{[5-(2,4-dichlorophenyl)-3,6-diethylpyrazin-2-yl]amino}-2,3-dihydro-1H-inden-2-ol but substituting benzyl (trans)-3-[(5-bromo-3,6-diethylpyrazin-2-yl)amino]-4-hydroxypyrrolidine-1-carboxylate and making non-critical variations provided the title compound as a oil: 1H NMR (300 MHz, CDCl3) δ) 7.49-7.11, 5.97, 5.17, 4.78, 4.67, 4.33-4.26, 4.16-3.96, 3.46, 2.69, 2.49, 1.46-1.24, 1.14; HRMS (FAB) calcd for C26H28Cl2N4O3+H 515.1616, found 515.16... The reactants are PEG-OH, C1(CCCC(=O)O1)=O (glutaric anhydride), C(Cl)(Cl)Cl (chloroform), N1=CC=CC=C1 (Pyridine), CO (MeOH). Run at temperature 80 celsius. The product is C(CCCC(=O)O)(=O)O (Glutaric Acid). The yield is 97.6%. Reaction SMILES: [C:1]1(=[O:8])[O:7][C:5](=[O:6])[CH2:4][CH2:3][CH2:2]1.C(Cl)(Cl)Cl.N1C=CC=CC=1.C[OH:20]>>[C:1]([OH:7])(=[O:8])[CH2:2][CH2:3][CH2:4][C:5]([OH:20])=[O:6]. Procedure details: Glutaric acid-terminated PEG (P8G) was synthesized by dissolving 8-arm PEG-OH (20 g, 7.97 mmol OH or 1 equivalent OH) and glutaric anhydride (4.54 g, 39.84 mmol, or 5 equivalents) in chloroform (2.5 mL chloroform per 1 mmol OH). Pyridine (5 eq) was added dropwise, and the reaction mixture was refluxed at 80° C. for 24 hours under inert air. The product was diluted with MeOH (240 mL or 12 mL MeOH per gram of PEG), precipitated at −20° C. for 1 hour, and centrifuged at −5° C. The supernatant was d...